describe an organic reaction: reactants, conditions, products, and yield From a dataset of the Open Reaction Database (ORD), a public repository of structured organic reaction records. The reactants are BrC=1C=C2C(=C(C=NC2=CC1)C(=O)C1CC1)Cl ((6-bromo-4-chloroquinolin-3-yl)(cyclopropyl)methanone), COC1CN(CC1)C1CCC(CC1)N (4-(3-methoxypyrrolidin-1-yl)cyclohexanamine). Product: BrC=1C=C2C(=C(C=NC2=CC1)C(=O)C1CC1)NC1CCC(CC1)N1CC(CC1)OC ((6-bromo-4-(4-(3-methoxypyrrolidin-1-yl)cyclohexylamino)quinolin-3-yl)(cyclopropyl)methanone). The yield is 44.5%. Reaction SMILES: [Br:1][C:2]1[CH:3]=[C:4]2[C:9](=[CH:10][CH:11]=1)[N:8]=[CH:7][C:6]([C:12]([CH:14]1[CH2:16][CH2:15]1)=[O:13])=[C:5]2Cl.[CH3:18][O:19][CH:20]1[CH2:24][CH2:23][N:22]([CH:25]2[CH2:30][CH2:29][CH:28]([NH2:31])[CH2:27][CH2:26]2)[CH2:21]1>>[Br:1][C:2]1[CH:3]=[C:4]2[C:9](=[CH:10][CH:11]=1)[N:8]=[CH:7][C:6]([C:12]([CH:14]1[CH2:16][CH2:15]1)=[O:13])=[C:5]2[NH:31][CH:28]1[CH2:27][CH2:26][CH:25]([N:22]2[CH2:23][CH2:24][CH:20]([O:19][CH3:18])[CH2:21]2)[CH2:30][CH2:29]1. Procedure details: Following General procedure C, (6-bromo-4-chloroquinolin-3-yl)(cyclopropyl)methanone (311 mg, 1 mmol) was reacted with 4-(3-methoxypyrrolidin-1-yl)cyclohexanamine (297 mg, 1.5 mmol) to afford the desired product (210 mg, 45%) as a yellow solid: ESI MS m/z 472 [C24H30BrN3O2+H]+. The reactants are ClC1=C(C=CC(=C1)OC=1C=C(C(=O)Cl)C=CC1)C(F)(F)F (3-(2-chloro-α,α,α-trifluoro-4-tolyloxy) benzoyl chloride), N (ammonia). Run in C1(=CC=CC=C1)C (toluene). Reaction conditions: temperature 5 celsius, time 3 hour. Product: ClC1=C(C=CC(=C1)OC=1C=C(C(=O)N)C=CC1)C(F)(F)F (3-(2-chloro-α,α,α-trifluoro-4-tolyloxy) benzamide). The yield is 88.6%. As a reaction SMILES: [Cl:1][C:2]1[CH:7]=[C:6]([O:8][C:9]2[CH:10]=[C:11]([CH:15]=[CH:16][CH:17]=2)[C:12](Cl)=[O:13])[CH:5]=[CH:4][C:3]=1[C:18]([F:21])([F:20])[F:19].[NH3:22]>C1(C)C=CC=CC=1>[Cl:1][C:2]1[CH:7]=[C:6]([O:8][C:9]2[CH:10]=[C:11]([CH:15]=[CH:16][CH:17]=2)[C:12]([NH2:22])=[O:13])[CH:5]=[CH:4][C:3]=1[C:18]([F:21])([F:20])[F:19]. Procedure: Into a 3 neck round bottom flask fitted with condenser and dropping funnel was added 3-(2-chloro-α,α,α-trifluoro-4-tolyloxy) benzoyl chloride (19.8 g 0.059 mol) and toluene (80 ml). The mixture was cooled in an ice bath to about 5° C. then ammonia solution 32% (15.6 g, 0.29 mol) was added dropwise. A yellow/orange precipitate formed and the mixture was stirred vigorously for 3 hours. The mixture was then extracted with toluene (200 ml) and washed with water (80 ml). The organic layer was separat...